From a dataset of the Open Reaction Database (ORD), a public repository of structured organic reaction records. describe an organic reaction: reactants, conditions, products, and yield Yields the product O[C@H]1[C@@H](CCCC1)OC1=CC=CC2=C1C(=NO2)OCC2CCN(CC2)C(=O)OC(C)(C)C (tert-Butyl 4-[({4-[(trans-2-hydroxycyclohexyl)oxy]-1,2-benzisoxazole-3-yl}oxy)methyl]piperidine-1-carboxylate). Procedure: The title compound was prepared according to the procedure described in Step 1 of EXAMPLE 31 using tert-butyl 4-{[(4-hydroxy-1,2-benzisoxazol-3-yl)oxy]methyl}piperidine-1-carboxylate (EXAMPLE 17, step 2) and cyclohexene oxide instead of 1-oxaspiro[2.4]heptane. Reaction SMILES: [OH:1][C:2]1[C:7]2[C:8]([O:11][CH2:12][CH:13]3[CH2:18][CH2:17][N:16]([C:19]([O:21][C:22]([CH3:25])([CH3:24])[CH3:23])=[O:20])[CH2:15][CH2:14]3)=[N:9][O:10][C:6]=2[CH:5]=[CH:4][CH:3]=1.[CH:26]12[O:32][CH:27]1[CH2:28][CH2:29][CH2:30][CH2:31]2>>[OH:32][C@@H:27]1[CH2:28][CH2:29][CH2:30][CH2:31][C@H:26]1[O:1][C:2]1[C:7]2[C:8]([O:11][CH2:12][CH:13]3[CH2:14][CH2:15][N:16]([C:19]([O:21][C:22]([CH3:25])([CH3:24])[CH3:23])=[O:20])[CH2:17][CH2:18]3)=[N:9][O:10][C:6]=2[CH:5]=[CH:4][CH:3]=1. Reactants: OC1=CC=CC2=C1C(=NO2)OCC2CCN(CC2)C(=O)OC(C)(C)C (tert-Butyl 4-{[(4-hydroxy-1,2-benzisoxazol-3-yl)oxy]methyl}piperidine-1-carboxylate), C12C(CCCC1)O2 (cyclohexene oxide). Starting materials: Cl (HCl), BrC(C(=O)OCC)(F)F (ethyl bromodifluoroacetate), C1CCOC1 (THF), C(CC)C1CCC(CC1)C1CCC(CC1)C=O (4′-propyl-[1,1′-bi(cyclohexane)]-4-carboaldehyde), C1CCOC1 (THF), resultant mixture, resultant mixture. Reagents/catalysts: [Zn] (zinc). The solvent is C(C)(=O)OCC (ethyl acetate). Run at time 1 hour. Yields the product FC(C(=O)OCC)(C(C1CCC(CC1)C1CCC(CC1)CCC)O)F (ethyl 2,2-difluoro-3-hydroxy-3-(4′-propyl-[1,1′-bi(cyclohexane)]-4-yl)propanoate). Isolated yield 54.8%. RXN SMILES: Br[C:2]([F:9])([F:8])[C:3]([O:5][CH2:6][CH3:7])=[O:4].C1COCC1.[CH2:15]([CH:18]1[CH2:23][CH2:22][CH:21]([CH:24]2[CH2:29][CH2:28][CH:27]([CH:30]=[O:31])[CH2:26][CH2:25]2)[CH2:20][CH2:19]1)[CH2:16][CH3:17].Cl>[Zn].C(OCC)(=O)C>[F:8][C:2]([F:9])([CH:30]([OH:31])[CH:27]1[CH2:26][CH2:25][CH:24]([CH:21]2[CH2:22][CH2:23][CH:18]([CH2:15][CH2:16][CH3:17])[CH2:19][CH2:20]2)[CH2:29][CH2:28]1)[C:3]([O:5][CH2:6][CH3:7])=[O:4]. Procedure: To a reaction vessel under a nitrogen atmosphere, 10.7 g of well-dried zinc, 25.0 g of ethyl bromodifluoroacetate (e-14) and 25 ml of THF were added, and the resultant mixture was cooled to 0° C. and stirred for 1 hour. The solution was slowly added dropwise in a temperature range of 20° C. to 25° C. to another reaction vessel under a nitrogen atmosphere in which 19.4 g of 4′-propyl-[1,1′-bi(cyclohexane)]-4-carboaldehyde (e-1) and 100 ml of THF were put, and the resultant mixture was further sub...